From a dataset of the Open Reaction Database (ORD), a public repository of structured organic reaction records. describe an organic reaction: reactants, conditions, products, and yield The reactants are ClC=1C=C2C(=CNC2=CC1)CCN (2-(5-chloro-1H-indol-3-yl)ethanamine), C(C1=CC=CC=C1)=O (benzaldehyde), B([C@@H]1C[C@@H]2C[C@H]([C@H]1C)C2(C)C)([C@@H]3C[C@@H]4C[C@H]([C@H]3C)C4(C)C)Cl ((−)-Ipc2BCl), [OH-].[Na+] (NaOH). Solvent: C(Cl)Cl (DCM), C(Cl)Cl (DCM). Reaction conditions: time 8 hour. Product: ClC=1C=C2C(=CC1)NC[C@@]21[C@H](NCC1)C1=CC=CC=C1 ((2′R,3S)-5-chloro-2′-phenylspiro[indoline-3,3′-pyrrolidine]). The yield is 29.9%. Reaction SMILES: [Cl:1][C:2]1[CH:3]=[C:4]2[C:8](=[CH:9][CH:10]=1)[NH:7][CH:6]=[C:5]2[CH2:11][CH2:12][NH2:13].[CH:14](=O)[C:15]1[CH:20]=[CH:19][CH:18]=[CH:17][CH:16]=1.B(Cl)([C@H]1[C@H](C)[C@@H]2C(C)(C)[C@@H](C2)C1)[C@H]1[C@H](C)[C@@H]2C(C)(C)[C@@H](C2)C1.[OH-].[Na+]>C(Cl)Cl>[Cl:1][C:2]1[CH:3]=[C:4]2[C@@:5]3([CH2:11][CH2:12][NH:13][C@@H:14]3[C:15]3[CH:20]=[CH:19][CH:18]=[CH:17][CH:16]=3)[CH2:6][NH:7][C:8]2=[CH:9][CH:10]=1 |f:3.4|. Procedure details: To a solution of 2-(5-chloro-1H-indol-3-yl)ethanamine (1.67 g, 8.58 mmol) in DCM (43 mL) was added benzaldehyde (0.96 g, 9.0 mmol). The reaction mixture was stirred over molecular sieves 4 Å (4.1 g) overnight. The mixture was filtered through Celite. The filtrate was concentrated in vacuo. The crude product was dissolved in DCM (35 mL). A solution of (−)-Ipc2BCl (12.3 g, 38.2 mmol) in DCM (40 mL) was added to the reaction mixture. The resulting solution was stirred at about room temperature for ... Starting materials: CCCOc1cccc2oc(C(=O)OCC)c(C)c12, C1CCOC1, [Li+], [OH-]. Product: CCCOc1cccc2oc(C(=O)O)c(C)c12. RXN SMILES: [CH2:1]([CH3:2])[O:3][C:4](=[O:5])[c:6]1[o:7][c:8]2[c:9]([c:10]1[CH3:11])[c:12]([O:16][CH2:17][CH2:18][CH3:19])[cH:13][cH:14][cH:15]2.[CH2:22]1[O:23][CH2:24][CH2:25][CH2:26]1.[Li+:21].[OH-:20]>>[O:3]=[C:4]([OH:5])[c:6]1[o:7][c:8]2[c:9]([c:10]1[CH3:11])[c:12]([O:16][CH2:17][CH2:18][CH3:19])[cH:13][cH:14][cH:15]2. Starting materials: C1CCOC1, O=[Mn]=O, O=S(=O)(c1ccccc1)n1c(C(O)c2ccccc2)cc2ccncc21. Yields the product O=C(c1ccccc1)c1cc2ccncc2n1S(=O)(=O)c1ccccc1. As a reaction SMILES: [CH2:27]1[O:28][CH2:29][CH2:30][CH2:31]1.[O:32]=[Mn:33]=[O:34].[c:1]1([CH:7]([OH:8])[c:9]2[cH:10][c:11]3[c:12]([cH:13][n:14][cH:15][cH:16]3)[n:17]2[S:18](=[O:19])(=[O:20])[c:21]2[cH:22][cH:23][cH:24][cH:25][cH:26]2)[cH:2][cH:3][cH:4][cH:5][cH:6]1>>[c:1]1([C:7](=[O:8])[c:9]2[cH:10][c:11]3[c:12]([cH:13][n:14][cH:15][cH:16]3)[n:17]2[S:18](=[O:19])(=[O:20])[c:21]2[cH:22][cH:23][cH:24][cH:25][cH:26]2)[cH:2][cH:3][cH:4][cH:5][cH:6]1. Reactants: N1=CC=C(C=C1)CN1CCNCC1 (1-Pyridin-4-ylmethyl-piperazine), BrCC#N (bromoacetonitrile). Product: N1=CC=C(C=C1)CN1CCN(CC1)CC#N ((4-Pyridin-4-ylmethyl-piperazin-1-yl)-acetonitrile). RXN SMILES: [N:1]1[CH:6]=[CH:5][C:4]([CH2:7][N:8]2[CH2:13][CH2:12][NH:11][CH2:10][CH2:9]2)=[CH:3][CH:2]=1.Br[CH2:15][C:16]#[N:17]>>[N:1]1[CH:6]=[CH:5][C:4]([CH2:7][N:8]2[CH2:13][CH2:12][N:11]([CH2:15][C:16]#[N:17])[CH2:10][CH2:9]2)=[CH:3][CH:2]=1. Reported procedure: The title compound is synthesized by coupling of 1-Pyridin-4-ylmethyl-piperazine (commercially available from ABCR GmbH) and bromoacetonitrile analogously to the preparation of Intermediate 149.2 as a colorless oil; ES-MS: M+=217.2: 1HNMR(CDCl3) 8.55 (d, 2H), 7.25 (d, 2H), 3.50 (s, 4H), 2.70-2.40 (m, 8H). Starting materials: FCCOC=1C=C(C=CC1)C=1N=C2N(C=CC(=N2)N)C1 (2-(3-(2-fluoroethoxy)phenyl)imidazo[1,2-a]pyrimidin-7-amine), FC1CN(C1)C(=O)C=1C=NN(C1C(=O)O)C (4-(3-fluoroazetidine-1-carbonyl)-1-methyl-1H-pyrazole-5-carboxylic acid), brown solid. Yields the product FCCOC=1C=C(C=CC1)C=1N=C2N(C=CC(=N2)NC(=O)C=2N(N=CC2C(=O)N2CC(C2)F)C)C1 (4-(3-Fluoro-azetidine-1-carbonyl)-2-methyl-2H-pyrazole-3-carboxylic acid {2-[3-(2-fluoro-ethoxy)-phenyl]imidazo[1,2-a]pyrimidin-7-yl}-amide). RXN SMILES: [F:1][CH2:2][CH2:3][O:4][C:5]1[CH:6]=[C:7]([C:11]2[N:12]=[C:13]3[N:18]=[C:17]([NH2:19])[CH:16]=[CH:15][N:14]3[CH:20]=2)[CH:8]=[CH:9][CH:10]=1.[F:21][CH:22]1[CH2:25][N:24]([C:26]([C:28]2[CH:29]=[N:30][N:31]([CH3:36])[C:32]=2[C:33](O)=[O:34])=[O:27])[CH2:23]1>>[F:1][CH2:2][CH2:3][O:4][C:5]1[CH:6]=[C:7]([C:11]2[N:12]=[C:13]3[N:18]=[C:17]([NH:19][C:33]([C:32]4[N:31]([CH3:36])[N:30]=[CH:29][C:28]=4[C:26]([N:24]4[CH2:23][CH:22]([F:21])[CH2:25]4)=[O:27])=[O:34])[CH:16]=[CH:15][N:14]3[CH:20]=2)[CH:8]=[CH:9][CH:10]=1. Procedure details: The title compound was prepared in analogy to example 82 from 2-(3-(2-fluoroethoxy)phenyl)imidazo[1,2-a]pyrimidin-7-amine (120 mg) and 4-(3-fluoroazetidine-1-carbonyl)-1-methyl-1H-pyrazole-5-carboxylic acid (100 mg, 440 μmol). Light brown solid (132 mg, 60%). MS (m/z)=482.2 [M+H+].